From a dataset of the Open Reaction Database (ORD), a public repository of structured organic reaction records. describe an organic reaction: reactants, conditions, products, and yield Isolated yield 42.5%. As a reaction SMILES: Br[CH2:2][C:3]([O:5][CH3:6])=[O:4].[Br:7][C:8]1[CH:16]=[C:15]([F:17])[CH:14]=[C:13]2[C:9]=1[C:10]([S:23][C:24]1[CH:29]=[CH:28][C:27]([Cl:30])=[CH:26][CH:25]=1)=[C:11]1[C:21](=[O:22])[CH2:20][CH2:19][CH2:18][N:12]12.[NH4+].[Cl-]>C1COCC1.[Zn].[Cu]>[Br:7][C:8]1[CH:16]=[C:15]([F:17])[CH:14]=[C:13]2[C:9]=1[C:10]([S:23][C:24]1[CH:29]=[CH:28][C:27]([Cl:30])=[CH:26][CH:25]=1)=[C:11]1[C:21]([CH2:2][C:3]([O:5][CH3:6])=[O:4])([OH:22])[CH2:20][CH2:19][CH2:18][N:12]12 |f:2.3,5.6|. The reactants are BrCC(=O)OC (methyl bromoacetate), BrC1=C2C(=C3N(C2=CC(=C1)F)CCCC3=O)SC3=CC=C(C=C3)Cl (1-Bromo-10-[(4-chlorophenyl)sulfanyl]-3-fluoro-7,8-dihydropyrido[1,2-a]indol-9(6H)-one), [NH4+].[Cl-] (NH4Cl). Procedure: To a boiling suspension of 300 mg of Zn-copper couple in 4 mL of THF was added dropwise methyl bromoacetate (720 mg, 4.7 mmol). The suspension was stirred at reflux for 30 minutes and a solution of the ketone of Step 4 (200 mg, 0.5 mmol) in THF (1 mL) was added. The reaction mixture was stirred at reflux for 5 h and saturated aqueous NH4Cl solution was added and extracted with EtOAc. The combined organic layers were washed with brine and water, dried over Na2SO4 and concentrated. The residue was... The solvent is C1CCOC1 (THF), C1CCOC1 (THF). Yields the product BrC1=C2C(=C3N(C2=CC(=C1)F)CCCC3(O)CC(=O)OC)SC3=CC=C(C=C3)Cl ((+/−)-Methyl [1-bromo-10-[(4-chlorophenyl)sulfanyl]-3-fluoro-9-hydroxy-6,7,8,9-tetrahydropyrido[1,2-a]indol-9-yl]acetate). The reagents and catalysts are [Zn].[Cu] (Zn copper). Reactants: BrC1=C(C=C(C#N)C=C1)F (4-bromo-3-fluorobenzonitrile), ClC=1C=C2C(=NC1C1=CC=C(C=C1)B1OC(C(O1)(C)C)(C)C)N=C(N2COCC[Si](C)(C)C)O[C@@H]2C[C@@H]1OC(OC[C@H]1OC2)C2=CC=CC=C2 (6-chloro-2-(((4aR,7R,8aS)-2-phenylhexahydropyrano-[3,2-d][1,3]dioxin-7-yl)oxy)-5-(4-(4,4,5,5-tetramethyl-1,3,2-dioxaborolan-2-yl)phenyl)-1-((2-(trimethylsilyl)ethoxy)methyl)-1H-imidazo[4,5-b]pyridine), [O-]P(=O)([O-])[O-].[K+].[K+].[K+] (K3PO4). Reagents/catalysts: CC(C)(C)[P+](C(C)(C)C)(C(C)(C)C)Cl.C1=CC=C(C=C1)C2=CC=CC=C2N.[Pd+2] (chloro[(tri-tert-butylphosphine)-2-(2-aminobiphenyl)]palladium(II)). Run in C(Cl)Cl (DCM), O (water), O1CCOCC1 (dioxane). Run at temperature 80 celsius, time 16 hour. Product: ClC=1C=C2C(=NC1C1=CC=C(C=C1)C1=C(C=C(C=C1)C#N)F)N=C(N2)O[C@H]2CO[C@@H]([C@H](C2)O)CO (4′-(6-chloro-2-(((3R,5S,6R)-5-hydroxy-6-(hydroxymethyl)tetrahydro-2H-pyran-3-yl)oxy)-1H-imidazo[4,5-b]pyridin-5-yl)-2-fluoro-[1,1′-biphenyl]-4-carbonitrile). Reaction SMILES: Br[C:2]1[CH:9]=[CH:8][C:5]([C:6]#[N:7])=[CH:4][C:3]=1[F:10].[Cl:11][C:12]1[CH:13]=[C:14]2[N:35](COCC[Si](C)(C)C)[C:34]([O:44][C@H:45]3[CH2:54][O:53][C@H:52]4[C@@H:47]([O:48]C(C5C=CC=CC=5)[O:50][CH2:51]4)[CH2:46]3)=[N:33][C:15]2=[N:16][C:17]=1[C:18]1[CH:23]=[CH:22][C:21](B2OC(C)(C)C(C)(C)O2)=[CH:20][CH:19]=1.[O-]P([O-])([O-])=O.[K+].[K+].[K+]>O1CCOCC1.C(Cl)Cl.O.CC([P+](Cl)(C(C)(C)C)C(C)(C)C)(C)C.C1C=CC(C2C(N)=CC=CC=2)=CC=1.[Pd+2]>[Cl:11][C:12]1[CH:13]=[C:14]2[NH:35][C:34]([O:44][C@@H:45]3[CH2:46][C@H:47]([OH:48])[C@@H:52]([CH2:51][OH:50])[O:53][CH2:54]3)=[N:33][C:15]2=[N:16][C:17]=1[C:18]1[CH:19]=[CH:20][C:21]([C:2]2[CH:9]=[CH:8][C:5]([C:6]#[N:7])=[CH:4][C:3]=2[F:10])=[CH:22][CH:23]=1 |f:2.3.4.5,9.10.11|. Procedure: Placed 4-bromo-3-fluorobenzonitrile (15 mg, 0.075 mmol) and chloro[(tri-tert-butylphosphine)-2-(2-aminobiphenyl)]palladium(II) (6 mg, 0.012 mmol) into a reaction vessel in a dry-glove box. Then 6-chloro-2-(((4aR,7R,8aS)-2-phenylhexahydropyrano-[3,2-d][1,3]dioxin-7-yl)oxy)-5-(4-(4,4,5,5-tetramethyl-1,3,2-dioxaborolan-2-yl)phenyl)-1-((2-(trimethylsilyl)ethoxy)methyl)-1H-imidazo[4,5-b]pyridine (45 mg, 0.062 mmol) was added as a solution in anhydrous dioxane (0.50 mL) which had been degassed. To thi... RXN SMILES: C(=O)([O-])[O-].[K+].[K+].F[C:8]1[CH:15]=[CH:14][C:11]([C:12]#[N:13])=[CH:10][CH:9]=1.[CH2:16]([O:18][C:19](=[O:28])[C:20]1[CH:25]=[C:24]([OH:26])[CH:23]=[C:22]([OH:27])[CH:21]=1)[CH3:17]>CN(C=O)C>[CH2:16]([O:18][C:19](=[O:28])[C:20]1[CH:25]=[C:24]([OH:26])[CH:23]=[C:22]([O:27][C:8]2[CH:15]=[CH:14][C:11]([C:12]#[N:13])=[CH:10][CH:9]=2)[CH:21]=1)[CH3:17] |f:0.1.2|. Yields the product C(C)OC(C1=CC(=CC(=C1)O)OC1=CC=C(C=C1)C#N)=O (3-(4-Cyano phenoxy)-5-hydroxy Benzoic Acid Ethyl Ester). Isolated yield 14.9%. Procedure: Potassium carbonate 6.7 g (48.5 mmol) followed by 4-fluoro benzonitrile 3.3 g (27.2 mmol) in 10 ml of DMF was added to a solution of 3,5-dihydroxy benzoic acid ethyl ester 5 g (27.4 mmol) in 20 ml of DMF at 20° C. The reaction mixture was allowed to attain RT and was then heated to 45° C. for 10 h. The reaction mixture was quenched with ice cold water and extracted with ethyl acetate. The organic layer was washed with water followed by brine, dried over anhydrous sodium sulphate and concentrated... Run at temperature 45 celsius. Run in CN(C)C=O (DMF), CN(C)C=O (DMF). Starting materials: C([O-])([O-])=O.[K+].[K+] (Potassium carbonate), FC1=CC=C(C#N)C=C1 (4-fluoro benzonitrile), C(C)OC(C1=CC(=CC(=C1)O)O)=O (3,5-dihydroxy benzoic acid ethyl ester).